Dataset: the Open Reaction Database (ORD), a public repository of structured organic reaction records. Task: describe an organic reaction: reactants, conditions, products, and yield Yields the product FC(C1=CC(=NC=C1I)N)(F)F (4-Trifluoromethyl-5-iodo-pyridin-2-ylamine). RXN SMILES: [F:1][C:2]([F:11])([F:10])[C:3]1[CH:8]=[CH:7][N:6]=[C:5]([NH2:9])[CH:4]=1.C1C(=O)N([I:19])C(=O)C1>>[F:11][C:2]([F:1])([F:10])[C:3]1[C:8]([I:19])=[CH:7][N:6]=[C:5]([NH2:9])[CH:4]=1. Procedure details: The title compound is synthesized according to general procedure GP1 starting from 20.0 g (123 mmol) 4-trifluoromethyl-pyridin-2-ylamine and 27.8 g (123 mmol) NIS. Yield after precipitation from the reaction mixture and isolation of additional product from the mother liquid by chromatography in silica gel: 20.3 g (57%). The reactants are FC(C1=CC(=NC=C1)N)(F)F (4-trifluoromethyl-pyridin-2-ylamine), C1CC(=O)N(C1=O)I (NIS). The reactants are ClC1=C2C(=NC=C1)C=C(O2)C2=CC(=C(C=C2)OC)OC (7-chloro-2-(3,4-dimethoxyphenyl)furo[3,2-b]pyridine), CC1=C2C=CNC2=CC=C1N (4-methyl-1H-indol-5-ylamine). Product: COC=1C=C(C=CC1OC)C1=CC2=NC=CC(=C2O1)NC=1C(=C2C=CNC2=CC1)C ([2-(3,4-Dimethoxy-phenyl)-furo[3,2-b]pyridin-7-yl]-(4-methyl-1H-indol-5-yl)-amine), solid. Isolated yield 57.0%. As a reaction SMILES: Cl[C:2]1[CH:7]=[CH:6][N:5]=[C:4]2[CH:8]=[C:9]([C:11]3[CH:16]=[CH:15][C:14]([O:17][CH3:18])=[C:13]([O:19][CH3:20])[CH:12]=3)[O:10][C:3]=12.[CH3:21][C:22]1[C:30]([NH2:31])=[CH:29][CH:28]=[C:27]2[C:23]=1[CH:24]=[CH:25][NH:26]2>>[CH3:20][O:19][C:13]1[CH:12]=[C:11]([C:9]2[O:10][C:3]3[C:4](=[N:5][CH:6]=[CH:7][C:2]=3[NH:31][C:30]3[C:22]([CH3:21])=[C:23]4[C:27](=[CH:28][CH:29]=3)[NH:26][CH:25]=[CH:24]4)[CH:8]=2)[CH:16]=[CH:15][C:14]=1[O:17][CH3:18]. Procedure details: The title compound was prepared by procedure E using 7-chloro-2-(3,4-dimethoxyphenyl)furo[3,2-b]pyridine (29.50 mg; 0.10 mmol; 1.00 eq.) instead of 7-chloro-2-(3,4,5-trimethoxyphenyl)furo[3,2-b]pyridine, and 4-methyl-1H-indol-5-ylamine (15.63 mg; 0.11 mmol; 1.05 eq.) instead of 6-amino-2,2-difluoro-4H-benzo[1,4]oxazin-3-one, and was obtained as a beige solid (23 mg, 57%). (HPLC (method F): 92%, RT: 3.82 min); 1H NMR (500 MHz, DMSO-d6) δ [ppm] 11.13 (s, 1H), 8.50 (s, 1H), 7.94 (d, J=5.5, 1H), 7.5...